This data is from the Open Reaction Database (ORD), a public repository of structured organic reaction records. The task is: describe an organic reaction: reactants, conditions, products, and yield The reactants are BrC1=CC=C(C=C1)OCOC (1-bromo-4-(methoxymethoxy)benzene), N1=CC=C(C=C1)B(O)O (pyridin-4-ylboronic acid), C(=O)([O-])[O-].[Cs+].[Cs+] (Cs2CO3). The reagents and catalysts are C=1C=CC(=CC1)[P](C=2C=CC=CC2)(C=3C=CC=CC3)[Pd]([P](C=4C=CC=CC4)(C=5C=CC=CC5)C=6C=CC=CC6)([P](C=7C=CC=CC7)(C=8C=CC=CC8)C=9C=CC=CC9)[P](C=1C=CC=CC1)(C=1C=CC=CC1)C=1C=CC=CC1 (Pd(PPh3)4). Run in C1CCOC1 (THF), CCOC(=O)C (EtOAc). Conditions: temperature 80 celsius. The product is COCOC1=CC=C(C=C1)C1=CC=NC=C1 (4-(4-(methoxymethoxy)phenyl)pyridine). Isolated yield 74.2%. As a reaction SMILES: Br[C:2]1[CH:7]=[CH:6][C:5]([O:8][CH2:9][O:10][CH3:11])=[CH:4][CH:3]=1.[N:12]1[CH:17]=[CH:16][C:15](B(O)O)=[CH:14][CH:13]=1.C([O-])([O-])=O.[Cs+].[Cs+]>C1COCC1.CCOC(C)=O.C1C=CC([P]([Pd]([P](C2C=CC=CC=2)(C2C=CC=CC=2)C2C=CC=CC=2)([P](C2C=CC=CC=2)(C2C=CC=CC=2)C2C=CC=CC=2)[P](C2C=CC=CC=2)(C2C=CC=CC=2)C2C=CC=CC=2)(C2C=CC=CC=2)C2C=CC=CC=2)=CC=1>[CH3:11][O:10][CH2:9][O:8][C:5]1[CH:6]=[CH:7][C:2]([C:15]2[CH:16]=[CH:17][N:12]=[CH:13][CH:14]=2)=[CH:3][CH:4]=1 |f:2.3.4,^1:41,43,62,81|. Reported procedure: To a degassed solution of 1-bromo-4-(methoxymethoxy)benzene (360 mg, 1.66 mmol), pyridin-4-ylboronic acid (307 mg, 2.50 mmol), and Cs2CO3 (1.09 g, 3.35 mmol) in THF (5 mL) was added Pd(PPh3)4 (190 mg, 0.16 mmol). The reaction mixture was heated at 80° C. overnight and diluted with EtOAc (50 mL). It was washed with H2O (2×25 mL), dried over Na2SO4, and concentrated. Purification on a silica gel column gave the desired product as a white solid (265 mg). NMR (CDCl3): 8.63 (d, 2H), 7.67 (d, 2H), 7.4...